This data is from the Open Reaction Database (ORD), a public repository of structured organic reaction records. The task is: describe an organic reaction: reactants, conditions, products, and yield Starting materials: COc1c(C(=O)O)n(-c2ccccc2)c2ccc(C)cc12, [Cl-], CCN(CC)CC(O)CN. The product is CCN(CC)CC(O)CNC(=O)c1c(OC)c2cc(C)ccc2n1-c1ccccc1. Reaction SMILES: [CH3:1][O:2][c:3]1[c:4]([C:19](=[O:20])[OH:21])[n:5](-[c:13]2[cH:14][cH:15][cH:16][cH:17][cH:18]2)[c:6]2[cH:7][cH:8][c:9]([CH3:12])[cH:10][c:11]12.[Cl-:22].[NH2:23][CH2:24][CH:25]([CH2:26][N:27]([CH2:28][CH3:29])[CH2:30][CH3:31])[OH:32]>>[CH3:1][O:2][c:3]1[c:4]([C:19](=[O:20])[NH:23][CH2:24][CH:25]([CH2:26][N:27]([CH2:28][CH3:29])[CH2:30][CH3:31])[OH:32])[n:5](-[c:13]2[cH:14][cH:15][cH:16][cH:17][cH:18]2)[c:6]2[cH:7][cH:8][c:9]([CH3:12])[cH:10][c:11]12. Starting materials: NOCCCN1C(=NC=2C(=NC=3C=CC=CC3C21)N)CCC (1-[3-(aminooxy)propyl]-2-propyl-1H-imidazo[4,5-c]quinolin-4-amine), CC(=O)C (Acetone). The solvent is CO (methanol). Run at time 2 hour. Product: NC1=NC=2C=CC=CC2C2=C1N=C(N2CCCON=C(C)C)CCC (acetone O-[3-(4-amino-2-propyl-1H-imidazo[4,5-c]quinolin-1-yl)propyl]oxime). Yield: 87.5%. Reaction SMILES: [NH2:1][O:2][CH2:3][CH2:4][CH2:5][N:6]1[C:18]2[C:17]3[CH:16]=[CH:15][CH:14]=[CH:13][C:12]=3[N:11]=[C:10]([NH2:19])[C:9]=2[N:8]=[C:7]1[CH2:20][CH2:21][CH3:22].[CH3:23][C:24]([CH3:26])=O>CO>[NH2:19][C:10]1[C:9]2[N:8]=[C:7]([CH2:20][CH2:21][CH3:22])[N:6]([CH2:5][CH2:4][CH2:3][O:2][N:1]=[C:24]([CH3:26])[CH3:23])[C:18]=2[C:17]2[CH:16]=[CH:15][CH:14]=[CH:13][C:12]=2[N:11]=1. Reported procedure: A mixture of 1-[3-(aminooxy)propyl]-2-propyl-1H-imidazo[4,5-c]quinolin-4-amine (prepared as described in Example 1, 0.605 g, 2.02 mmol) in methanol was heated until the starting material dissolved. Acetone (3 mL, 40 mmol) was then added, and the resulting solution was stirred for two hours. The reaction was then concentrated under reduced pressure, and the residue (800 mg) was purified by column chromatography on silica gel (25 g, eluting sequentially with 98:2 dichloromethane:methanol and 95:5 ... The reactants are C1(=CC=CC=C1)OCCBr (2-bromoethyl phenyl ether), NCCC1CCNCC1 (4-(2-aminoethyl)piperidine), ClC1=CC=C(C=C1)C(C)=O (4'-chloroacetophenone), C1(=CC=C(C=C1)S(=O)(=O)O)C (p-toluenesulphonic acid). The solvent is O (water), C(C)N(CC)CC (triethylamine), C1(=CC=CC=C1)C (toluene). Yields the product ClC1=CC=C(C=C1)C(C)NCCC1CCN(CC1)CCOC1=CC=CC=C1 (4-{2-[1-(4-chlorophenyl)ethylamino]ethyl}-1-(2-phenoxyethyl)piperidine). RXN SMILES: [NH2:1][CH2:2][CH2:3][CH:4]1[CH2:9][CH2:8][NH:7][CH2:6][CH2:5]1.[Cl:10][C:11]1[CH:16]=[CH:15][C:14]([C:17](=O)[CH3:18])=[CH:13][CH:12]=1.C1(C)C=CC(S(O)(=O)=O)=CC=1.[C:31]1([O:37][CH2:38][CH2:39]Br)[CH:36]=[CH:35][CH:34]=[CH:33][CH:32]=1>C(N(CC)CC)C.O.C1(C)C=CC=CC=1>[Cl:10][C:11]1[CH:16]=[CH:15][C:14]([CH:17]([NH:1][CH2:2][CH2:3][CH:4]2[CH2:9][CH2:8][N:7]([CH2:39][CH2:38][O:37][C:31]3[CH:36]=[CH:35][CH:34]=[CH:33][CH:32]=3)[CH2:6][CH2:5]2)[CH3:18])=[CH:13][CH:12]=1. Procedure: In a similar manner to Example 31, a mixture of 4-(2-aminoethyl)piperidine (5.0 g), 4'-chloroacetophenone (6.04 g), p-toluenesulphonic acid (catalytic amount) and toluene (100 ml) was boiled under reflux for 10 hours with water removal using a Dean and Stark apparatus. The mixture was cooled to ambient temperature and 2-bromoethyl phenyl ether (7.85 g) and triethylamine (5.4 ml) added. The mixture was boiled under reflux for 6 hours. The solvent was evaporated off and the residue dissolved in et... Starting materials: [Al+3], C=CCOC(=O)NC(CC(=O)OC(C)(C)C)C(=O)N(C)OC, C1CCOC1, [H-], [H-], [H-], [H-], [Li+]. Yields the product C=CCOC(=O)NC(C=O)CC(=O)OC(C)(C)C. As a reaction SMILES: [Al+3:24].[C:1]([CH3:2])([CH3:3])([CH3:4])[O:5][C:6]([CH2:7][CH:8]([C:9](=[O:10])[N:11]([O:12][CH3:13])[CH3:14])[NH:15][C:16](=[O:17])[O:18][CH2:19][CH:20]=[CH2:21])=[O:22].[CH2:29]1[O:30][CH2:31][CH2:32][CH2:33]1.[H-:23].[H-:26].[H-:27].[H-:28].[Li+:25]>>[C:1]([CH3:2])([CH3:3])([CH3:4])[O:5][C:6]([CH2:7][CH:8]([CH:9]=[O:10])[NH:15][C:16](=[O:17])[O:18][CH2:19][CH:20]=[CH2:21])=[O:22]. Run in C(OC)COC (dimethoxyethane), O (water). Reported procedure: N-(2-(5-chloro-1H-indol-3-yl)ethyl)-3′-methylbiphenyl-4-carboxamide was prepared according to method B with N-(2-(5-chloro-1H-indol-3-yl)ethyl)-4-iodobenzamide (0.075 g; 0.176 mmol), m-tolylboronic acid (0.025 g; 0.176 mmol), tetrakis(triphenylphosphine)palladium (0.010 g; 0.009 mmol), sodium carbonate (0.037 g; 0.353 mmol), in dimethoxyethane (3 mL) and water (1 mL), irradiated in a microwave oven at 130° C. for 15 minutes. Flash chromatography on silica gel (eluent 2 to 10% ethyl acetate in di... Reaction SMILES: [Cl:1][C:2]1[CH:3]=[C:4]2[C:8](=[CH:9][CH:10]=1)[NH:7][CH:6]=[C:5]2[CH2:11][CH2:12][NH:13][C:14](=[O:22])[C:15]1[CH:20]=[CH:19][C:18](I)=[CH:17][CH:16]=1.[C:23]1([CH3:32])[CH:28]=[CH:27][CH:26]=[C:25](B(O)O)[CH:24]=1.C(=O)([O-])[O-].[Na+].[Na+]>C(COC)OC.O.C1C=CC([P]([Pd]([P](C2C=CC=CC=2)(C2C=CC=CC=2)C2C=CC=CC=2)([P](C2C=CC=CC=2)(C2C=CC=CC=2)C2C=CC=CC=2)[P](C2C=CC=CC=2)(C2C=CC=CC=2)C2C=CC=CC=2)(C2C=CC=CC=2)C2C=CC=CC=2)=CC=1>[Cl:1][C:2]1[CH:3]=[C:4]2[C:8](=[CH:9][CH:10]=1)[NH:7][CH:6]=[C:5]2[CH2:11][CH2:12][NH:13][C:14]([C:15]1[CH:20]=[CH:19][C:18]([C:25]2[CH:26]=[CH:27][CH:28]=[C:23]([CH3:32])[CH:24]=2)=[CH:17][CH:16]=1)=[O:22] |f:2.3.4,^1:49,51,70,89|. The reagents and catalysts are C=1C=CC(=CC1)[P](C=2C=CC=CC2)(C=3C=CC=CC3)[Pd]([P](C=4C=CC=CC4)(C=5C=CC=CC5)C=6C=CC=CC6)([P](C=7C=CC=CC7)(C=8C=CC=CC8)C=9C=CC=CC9)[P](C=1C=CC=CC1)(C=1C=CC=CC1)C=1C=CC=CC1 (tetrakis(triphenylphosphine)palladium). Yields the product eluent, ClC=1C=C2C(=CNC2=CC1)CCNC(=O)C1=CC=C(C=C1)C1=CC(=CC=C1)C (N-(2-(5-chloro-1H-indol-3-yl)ethyl)-3′-methylbiphenyl-4-carboxamide). Reactants: C([O-])([O-])=O.[Na+].[Na+] (sodium carbonate), ClC=1C=C2C(=CNC2=CC1)CCNC(C1=CC=C(C=C1)I)=O (N-(2-(5-chloro-1H-indol-3-yl)ethyl)-4-iodobenzamide), C1(=CC(=CC=C1)B(O)O)C (m-tolylboronic acid). Yield: 83.3%. The reactants are ClC=1C=C(C=CC1Cl)S(=O)(=O)Cl (3,4-dichlorobenzenesulfonyl chloride), NCC1=CC=C(C=2C(C3=CC=CC=C3SC12)=O)NCCN(CC)CC (4-(aminomethyl)-1-[[2-(diethylamino)ethyl]amino]-thioxanthen-9-one), O (water), [OH-].[Na+] (NaOH). The solvent is N1=CC=CC=C1 (pyridine). Run at time 15 minute. The product is ClC=1C=C(C=CC1Cl)S(=O)(=O)N (3,4-dichlorobenzenesulfonamide). As a reaction SMILES: [Cl:1][C:2]1[CH:3]=[C:4]([S:9](Cl)(=[O:11])=[O:10])[CH:5]=[CH:6][C:7]=1[Cl:8].[NH2:13]CC1C2SC3C(=CC=CC=3)C(=O)C=2C(NCCN(CC)CC)=CC=1.O.[OH-].[Na+]>N1C=CC=CC=1>[Cl:1][C:2]1[CH:3]=[C:4]([S:9]([NH2:13])(=[O:11])=[O:10])[CH:5]=[CH:6][C:7]=1[Cl:8] |f:3.4|. Procedure: To a solution of 3,4-dichlorobenzenesulfonyl chloride (1.84 g, 7.5 mmol) in 35 mL of dry pyridine was added 2.5 g (7 mmol) of 4-(aminomethyl)-1-[[2-(diethylamino)ethyl]amino]-thioxanthen-9-one (prepared by the method described in Example 4) under nitrogen and the reaction mixture was stirred at room temperature for 15 min. and then was allowed to stand for approximately 72 hours. The reaction mixture was poured into 75 mL of water containing 0.75 g of NaOH, and extracted into chloroform. The org... The reactants are CCOC(=O)C=C1CCN(C(=O)OC)CC1C, CCO, [H][H]. Yields the product CCOC(=O)CC1CCN(C(=O)OC)CC1C. As a reaction SMILES: [CH2:1]([CH3:2])[O:3][C:4]([CH:5]=[C:6]1[CH:7]([CH3:16])[CH2:8][N:9]([C:12](=[O:13])[O:14][CH3:15])[CH2:10][CH2:11]1)=[O:17].[CH3:20][CH2:21][OH:22].[H:18][H:19]>>[CH2:1]([CH3:2])[O:3][C:4]([CH2:5][CH:6]1[CH:7]([CH3:16])[CH2:8][N:9]([C:12](=[O:13])[O:14][CH3:15])[CH2:10][CH2:11]1)=[O:17].